Dataset: the Open Reaction Database (ORD), a public repository of structured organic reaction records. Task: describe an organic reaction: reactants, conditions, products, and yield Starting materials: CCOC(=O)c1nc(I)sc1NC(=O)OC(C)(C)C, CC1(C)OB(c2ccc(N3CCOCC3)nc2)OC1(C)C, CCOC(C)=O, C1CCC(P(C2CCCCC2)C2CCCCC2)CC1, [K+], [K+], [K+], O=C(C=Cc1ccccc1)C=Cc1ccccc1, C1COCCO1, O=C(C=Cc1ccccc1)C=Cc1ccccc1, O=C(C=Cc1ccccc1)C=Cc1ccccc1, O=P([O-])([O-])[O-], [Pd], [Pd]. Product: CCOC(=O)c1nc(-c2ccc(N3CCOCC3)nc2)sc1NC(=O)OC(C)(C)C. RXN SMILES: [C:1]([CH3:2])([CH3:3])([CH3:4])[O:5][C:6](=[O:7])[NH:8][c:9]1[c:10]([C:15](=[O:16])[O:17][CH2:18][CH3:19])[n:11][c:12]([I:14])[s:13]1.[CH3:20][C:21]1([CH3:22])[C:23]([CH3:24])([CH3:25])[O:26][B:27]([c:28]2[cH:29][cH:30][c:31]([N:34]3[CH2:35][CH2:36][O:37][CH2:38][CH2:39]3)[n:32][cH:33]2)[O:40]1.[CH3:68][CH2:69][O:70][C:71](=[O:72])[CH3:73].[CH:41]1([P:42]([CH:43]2[CH2:44][CH2:45][CH2:46][CH2:47][CH2:48]2)[CH:49]2[CH2:50][CH2:51][CH2:52][CH2:53][CH2:54]2)[CH2:55][CH2:56][CH2:57][CH2:58][CH2:59]1.[K+:65].[K+:66].[K+:67].[O:112]=[C:113]([CH:114]=[CH:115][c:116]1[cH:117][cH:118][cH:119][cH:120][cH:121]1)[CH:122]=[CH:123][c:124]1[cH:125][cH:126][cH:127][cH:128][cH:129]1.[O:130]1[CH2:131][CH2:132][O:133][CH2:134][CH2:135]1.[O:76]=[C:77]([CH:78]=[CH:79][c:80]1[cH:81][cH:82][cH:83][cH:84][cH:85]1)[CH:86]=[CH:87][c:88]1[cH:89][cH:90][cH:91][cH:92][cH:93]1.[O:94]=[C:95]([CH:96]=[CH:97][c:98]1[cH:99][cH:100][cH:101][cH:102][cH:103]1)[CH:104]=[CH:105][c:106]1[cH:107][cH:108][cH:109][cH:110][cH:111]1.[P:60]([O-:61])([O-:62])([O-:63])=[O:64].[Pd:74].[Pd:75]>>[C:1]([CH3:2])([CH3:3])([CH3:4])[O:5][C:6](=[O:7])[NH:8][c:9]1[c:10]([C:15](=[O:16])[O:17][CH2:18][CH3:19])[n:11][c:12](-[c:28]2[cH:29][cH:30][c:31]([N:34]3[CH2:35][CH2:36][O:37][CH2:38][CH2:39]3)[n:32][cH:33]2)[s:13]1. Solvent: O (water). RXN SMILES: [CH:1]1([C:4]2[C:13]([CH:14]=O)=[C:12]([C:16]3[CH:21]=[CH:20][C:19]([F:22])=[CH:18][CH:17]=3)[C:11]3[C:6](=[CH:7][CH:8]=[CH:9][CH:10]=3)[N:5]=2)[CH2:3][CH2:2]1.[C:23](#[N:25])[CH3:24].[H-].[Na+].C(OCC)=O>O>[CH:1]1([C:4]2[C:13]([CH:14]=[CH:24][C:23]#[N:25])=[C:12]([C:16]3[CH:21]=[CH:20][C:19]([F:22])=[CH:18][CH:17]=3)[C:11]3[C:6](=[CH:7][CH:8]=[CH:9][CH:10]=3)[N:5]=2)[CH2:3][CH2:2]1 |f:2.3|. The reactants are C1(CC1)C1=NC2=CC=CC=C2C(=C1C=O)C1=CC=C(C=C1)F (2-cyclopropyl-4-(4-fluorophenyl)quinoline-3-carbaldehyde), C(=O)OCC (ethyl formate), C(C)#N (acetonitrile), [H-].[Na+] (sodium hydride). Procedure details: In a flask similar to that employed in Example 1 were placed under argon atmosphere 1.96 g (6.73 mmol) of 2-cyclopropyl-4-(4-fluorophenyl)quinoline-3-carbaldehyde, 10 mL of acetonitrile and 0.434 g (10.9 mmol) of sodium hydride (purity: 60%). The content was stirred at room temperature for 2 hours. The resulting mixture was chilled to 0° C. To the chilled mixture was added 0.85 mL (10.5 mmol) of ethyl formate, and the mixture was stirred for 4 hours at the same temperature. Subsequently, to the ... Reaction conditions: time 2 hour. The yield is 82.0%. Yields the product C1(CC1)C1=NC2=CC=CC=C2C(=C1C=CC#N)C1=CC=C(C=C1)F (3-[2-cyclo-propyl-4-(4-fluorophenyl)-3-quinolyl]prop-2-enenitrile). The reactants are CC1=CC2=C(C=C1[N+](=O)[O-])C1=C(CNCC1)C(O2)=O (1,2,3,4-tetrahydro-8-methyl-9-nitro-5H-[1]benzopyrano[3,4-c]pyridin-5-one), [H][H] (hydrogen). The reagents and catalysts are [Ni] (Raney Nickel), [Ni] (Raney Nickel). Run in CN(C=O)C (N,N-dimethylformamide), CO (methanol), CN(C=O)C (N,N-dimethylformamide). Product: NC=1C(=CC2=C(C1)C1=C(CNCC1)C(O2)=O)C (9-Amino-1,2,3,4-tetrahydro-8-methyl-5H-[1]benzopyrano[3,4-c]pyridin-5-one). Yield: 81.2%. RXN SMILES: [CH3:1][C:2]1[C:7]([N+:8]([O-])=O)=[CH:6][C:5]2[C:11]3[CH2:16][CH2:15][NH:14][CH2:13][C:12]=3[C:17](=[O:19])[O:18][C:4]=2[CH:3]=1.[H][H]>CN(C)C=O.CO.[Ni]>[NH2:8][C:7]1[C:2]([CH3:1])=[CH:3][C:4]2[O:18][C:17](=[O:19])[C:12]3[CH2:13][NH:14][CH2:15][CH2:16][C:11]=3[C:5]=2[CH:6]=1. Procedure: A solution of 1,2,3,4-tetrahydro-8-methyl-9-nitro-5H-[1]benzopyrano[3,4-c]pyridin-5-one (6.0 g, 0.023 moles) in N,N-dimethylformamide (100 ml) and methanol (50 ml) is hydrogenated at 50 psi in the presence of Raney Nickel (0.5 g) at room temperature for 20 hours. Additional Raney Nickel (0.5 g) in N,N-dimethylformamide (50 ml) is then added, and hydrogenation resumed until hydrogen uptake ceases. The catalyst is filtered off and rinsed with warm N,N-dimethylformamide. The filtrate is concentrate... Starting materials: BrC=1C=C2C=C(C=NC2=CC1)C(=O)N(C)OC (6-bromo-N-methoxy-N-methylquinoline-3-carboxamide), C[Mg]Br (methyl magnesium bromide). Solvent: C1CCOC1 (THF). Run at temperature 0 celsius, time 5 minute. The product is BrC=1C=C2C=C(C=NC2=CC1)C(C)=O (1-(6-bromoquinolin-3-yl)ethanone). As a reaction SMILES: [Br:1][C:2]1[CH:3]=[C:4]2[C:9](=[CH:10][CH:11]=1)[N:8]=[CH:7][C:6]([C:12](N(OC)C)=[O:13])=[CH:5]2.[CH3:18][Mg]Br>C1COCC1>[Br:1][C:2]1[CH:3]=[C:4]2[C:9](=[CH:10][CH:11]=1)[N:8]=[CH:7][C:6]([C:12](=[O:13])[CH3:18])=[CH:5]2. Reported procedure: To a 500 mL RBF containing 6-bromoquinoline-3-carboxylic acid (1.0 g, 4.0 mmol) was added THF (15 mL) and the mixture was allowed to stir at 23° C. for 2 min. At this time, 4-methylmorpholine (1.3 ml, 12 mmol) and 2-chloro-4,6-dimethoxy-1,3,5-triazine (1.0 g, 6.0 mmol) were added in single portions. The reaction was allowed to stir for 1 h and then N,O-dimethylhydroxylamine HCl (0.43 g, 4.4 mmol) was added in one portion. The reaction was allowed to stir overnight and the diluted with water. It ... Yields the product O=C(O)CN1CCN(CC(=O)O)Cc2ccc(O)c(n2)CN(CC(=O)O)CC1. The reactants are O=C(O)CN1CCN(CC(=O)O)Cc2ccc(OCc3ccccc3)c(n2)CN(CC(=O)O)CC1, Cl. As a reaction SMILES: [CH2:1]([c:2]1[cH:3][cH:4][cH:5][cH:6][cH:7]1)[O:8][c:9]1[c:10]2[n:23][c:20]([cH:21][cH:22]1)[CH2:19][N:18]([CH2:24][C:25](=[O:26])[OH:27])[CH2:17][CH2:16][N:15]([CH2:28][C:29](=[O:30])[OH:31])[CH2:14][CH2:13][N:12]([CH2:32][C:33](=[O:34])[OH:35])[CH2:11]2.[ClH:36]>>[OH:8][c:9]1[c:10]2[n:23][c:20]([cH:21][cH:22]1)[CH2:19][N:18]([CH2:24][C:25](=[O:26])[OH:27])[CH2:17][CH2:16][N:15]([CH2:28][C:29](=[O:30])[OH:31])[CH2:14][CH2:13][N:12]([CH2:32][C:33](=[O:34])[OH:35])[CH2:11]2. Reactants: N([C@@H](CC1=CC=C(C=C1)OC(C)(C)C)C(=O)O)C(=O)OCC1=CC=CC=C1 (Z-Tyr(But)-OH), C(C)(C)O (isopropanol), solution, CCCP(=O)=O (propylphosphonic anhydride), C(Cl)Cl (methylene chloride). Solvent: N1=CC=CC=C1 (pyridine). Product: N[C@@H](CC1=CC=C(C=C1)OC(C)(C)C)C(=O)OC(C)C.Cl (H-Tyr(But)-O-CH(CH3)2.HCl). Reaction SMILES: [NH:1](C(OCC1C=CC=CC=1)=O)[C@H:2]([C:15]([OH:17])=[O:16])[CH2:3][C:4]1[CH:9]=[CH:8][C:7]([O:10][C:11]([CH3:14])([CH3:13])[CH3:12])=[CH:6][CH:5]=1.[CH:28](O)([CH3:30])[CH3:29].CCCP(=O)=O.C(Cl)[Cl:39]>N1C=CC=CC=1>[NH2:1][C@H:2]([C:15]([O:17][CH:28]([CH3:30])[CH3:29])=[O:16])[CH2:3][C:4]1[CH:5]=[CH:6][C:7]([O:10][C:11]([CH3:12])([CH3:13])[CH3:14])=[CH:8][CH:9]=1.[ClH:39] |f:5.6|. Procedure: 18.6 g (50 mmoles) of Z-Tyr(But)-OH in 30 ml of pyridine are reacted with 30 ml of isopropanol and 40 ml of a 50 percent solution of propylphosphonic anhydride in methylene chloride analogously to Example 30 A. The resulting oil is subjected to catalytic hydrogenation analogously to Example 25 B. The substance crystallizes from ether. Yield 13.15 g (83%), melting point 161°-163°, [α]D23 =+15.7° (c=1, methanol).